From a dataset of the Open Reaction Database (ORD), a public repository of structured organic reaction records. describe an organic reaction: reactants, conditions, products, and yield Starting materials: C(C1=CC=CC=C1)OC[C@H]1NC[C@@H](C1)SC(C1=CC=CC=C1)(C1=CC=CC=C1)C1=CC=CC=C1 ((2S,4R)-2-benzyloxymethyl-4-tritylsulfanyl-pyrrolidine), O=C1OC(C2=C(N1)C=CC(=C2)S(=O)(=O)Cl)=O (2,4-dioxo-1,4-dihydro-2H-benzo[d][1,3]oxazine-6-sulfonyl chloride). Yields the product C(C1=CC=CC=C1)OC[C@H]1N(C[C@@H](C1)SC(C1=CC=CC=C1)(C1=CC=CC=C1)C1=CC=CC=C1)S(=O)(=O)C1=CC2=C(NC(OC2=O)=O)C=C1 ((2S,4R)-6-(2-benzyloxymethyl-4-tritylsulfanyl-pyrrolidine-1-sulfonyl)-1H-benzo[d][1,3]oxazine-2,4-dione). RXN SMILES: [CH2:1]([O:8][CH2:9][C@@H:10]1[CH2:14][C@@H:13]([S:15][C:16]([C:29]2[CH:34]=[CH:33][CH:32]=[CH:31][CH:30]=2)([C:23]2[CH:28]=[CH:27][CH:26]=[CH:25][CH:24]=2)[C:17]2[CH:22]=[CH:21][CH:20]=[CH:19][CH:18]=2)[CH2:12][NH:11]1)[C:2]1[CH:7]=[CH:6][CH:5]=[CH:4][CH:3]=1.[O:35]=[C:36]1[NH:41][C:40]2[CH:42]=[CH:43][C:44]([S:46](Cl)(=[O:48])=[O:47])=[CH:45][C:39]=2[C:38](=[O:50])[O:37]1>>[CH2:1]([O:8][CH2:9][C@@H:10]1[CH2:14][C@@H:13]([S:15][C:16]([C:29]2[CH:34]=[CH:33][CH:32]=[CH:31][CH:30]=2)([C:23]2[CH:24]=[CH:25][CH:26]=[CH:27][CH:28]=2)[C:17]2[CH:18]=[CH:19][CH:20]=[CH:21][CH:22]=2)[CH2:12][N:11]1[S:46]([C:44]1[CH:43]=[CH:42][C:40]2[NH:41][C:36](=[O:35])[O:37][C:38](=[O:50])[C:39]=2[CH:45]=1)(=[O:47])=[O:48])[C:2]1[CH:3]=[CH:4][CH:5]=[CH:6][CH:7]=1. Procedure details: In analogy: (2S,4R)-2-benzyloxymethyl-4-tritylsulfanyl-pyrrolidine and 2,4-dioxo-1,4-dihydro-2H-benzo[d][1,3]oxazine-6-sulfonyl chloride [Ferrini et al. Eur. Pat. Appl. No. 800220] gave (2S,4R)-6-(2-benzyloxymethyl-4-tritylsulfanyl-pyrrolidine-1-sulfonyl)-1H-benzo[d][1,3]oxazine-2,4-dione, MS: 689(M−H−), which was deprotected (following Method 3) to give (2S,4R)-6-(2-benzyloxymethyl-4-mercapto-pyrrolidine-1-sulfonyl)-1H-benzo[d][1,3]oxazine-2,4-dione, MS: 447 (M−H−). Reactants: C(C)(=O)[O-].[Na+] (sodium acetate), C(C)C=1C=CC=C2C(=CN=NC12)C(=O)O (8-Ethylcinnoline-4-carboxylic Acid), C1CCOC1 (THF). Solvent: CO (methanol). Run at time 3 hour. Yields the product C(C)C=1C=CC=C2C(=CN=NC12)C(=O)OC (Methyl 8-ethylcinnoline-4-carboxylate). As a reaction SMILES: [CH2:1]([C:3]1[CH:4]=[CH:5][CH:6]=[C:7]2[C:12]=1[N:11]=[N:10][CH:9]=[C:8]2[C:13]([OH:15])=[O:14])[CH3:2].[CH2:16]1COCC1.C([O-])(=O)C.[Na+]>CO>[CH2:1]([C:3]1[CH:4]=[CH:5][CH:6]=[C:7]2[C:12]=1[N:11]=[N:10][CH:9]=[C:8]2[C:13]([O:15][CH3:16])=[O:14])[CH3:2] |f:2.3|. Reported procedure: A solution of 1.1 g of 53, 70 ml of dry THF and 0.98 g of CDII was stirred under nitrogen at room temperature until no more gas evolved (4 hours), 0.35 g of methanol and 0.03 g of sodium acetate were added and the mixture was stirred at room temperature for 3 hours. The THF was evaporated, the residue was dissolved in methylene chloride, the solution was washed with water, dried (MgSO4) and stripped of solvent. The residue was recrystallized from hexane to give 54, as a yellow solid, m.p.: 59°-6... Reactants: C(CCCCCCC)O (1-octanol), FC1=C(C=C(C=C1)C(C)=O)C(F)(F)F (1-[4-fluoro-3-(trifluoromethyl)phenyl]ethanone), CC(C)([O-])C.[K+] (potassium tert-butoxide). Run in O1CCCC1 (tetrahydrofuran). The product is C(CCCCCCC)OC1=C(C=C(C=C1)C(C)=O)C(F)(F)F (1-(4-(Octyloxy)-3-(trifluoromethyl)phenyl)ethanone). RXN SMILES: [CH2:1]([OH:9])[CH2:2][CH2:3][CH2:4][CH2:5][CH2:6][CH2:7][CH3:8].F[C:11]1[CH:16]=[CH:15][C:14]([C:17](=[O:19])[CH3:18])=[CH:13][C:12]=1[C:20]([F:23])([F:22])[F:21].CC(C)([O-])C.[K+]>O1CCCC1>[CH2:1]([O:9][C:11]1[CH:16]=[CH:15][C:14]([C:17](=[O:19])[CH3:18])=[CH:13][C:12]=1[C:20]([F:21])([F:22])[F:23])[CH2:2][CH2:3][CH2:4][CH2:5][CH2:6][CH2:7][CH3:8] |f:2.3|. Procedure details: 1-octanol (2 mL), 1-[4-fluoro-3-(trifluoromethyl)phenyl]ethanone (2.62 g), potassium tert-butoxide (14 mL, 1.0M) and tetrahydrofuran (30 mL) were heated at 65° C. for 3 hrs to produce the title product as a brownish oil (4.00 g). The product was purified by silica gel column chromatography using the Combi-Flash system (Hex:EtOAc) as white solid in 60% (1.20 g). TLC (1:5 EtOAc:Hex), Rf=0.4; 1H NMR (400 MHz, CDCl3) δ 8.18 (d, 1H, J=2.0 Hz), 8.10 (dd, 1H, J=8.8 Hz, J=2.3 Hz), 7.02 (d, 1H, J=8.8 Hz)... Starting materials: COC=1C=C2CC[C@H]([C@@H](C2=CC1OC)C=1SC(=CC1)C)[N+](=O)[O-] (trans-1,2,3,4-tetrahydro-6,7-dimethoxy-1-(5-methyl-2-thiophenyl)-2-nitro-naphthalene), Cl (HCl). The reagents and catalysts are [Zn] (Zn). Solvent: C(C)O (ethanol). Conditions: time 30 minute. Product: COC=1C=C2CC[C@H]([C@@H](C2=CC1OC)C=1SC(=CC1)C)N (trans-1,2,3,4-tetrahydro-6,7-dimethoxy-1-(5-methyl-2-thiophenyl)-2-naphthaleneamine). Isolated yield 98.9%. RXN SMILES: [CH3:1][O:2][C:3]1[CH:4]=[C:5]2[C:10](=[CH:11][C:12]=1[O:13][CH3:14])[C@@H:9]([C:15]1[S:16][C:17]([CH3:20])=[CH:18][CH:19]=1)[C@H:8]([N+:21]([O-])=O)[CH2:7][CH2:6]2.Cl>C(O)C.[Zn]>[CH3:1][O:2][C:3]1[CH:4]=[C:5]2[C:10](=[CH:11][C:12]=1[O:13][CH3:14])[C@@H:9]([C:15]1[S:16][C:17]([CH3:20])=[CH:18][CH:19]=1)[C@H:8]([NH2:21])[CH2:7][CH2:6]2. Reported procedure: To a suspension of 1.52 g of trans-1,2,3,4-tetrahydro-6,7-dimethoxy-1-(5-methyl-2-thiophenyl)-2-nitro-naphthalene (4.5 mmol), from step 1c above, in 40 mL of 95% ethanol and 12 mL of 6 N HCl was added 2.97 g of Zn dust (45 mmol), added in four portions. The mixture was stirred at room temperature for 30 min, filtered, and the flitrate concentrated to half the original volume, then extracted with methylene chloride after addition of aqueous sodium bicarbonate solution. The organic extract was dri...